This data is from the Open Reaction Database (ORD), a public repository of structured organic reaction records. The task is: describe an organic reaction: reactants, conditions, products, and yield Reactants: [Li]CCCC, C#CC(OCC)OCC, COc1cc(C=O)cc(OC)c1OC, [Cl-], [NH4+], C1CCOC1. Product: CCOC(C#CC(=O)c1cc(OC)c(OC)c(OC)c1)OCC. RXN SMILES: [CH2:1]([Li:2])[CH2:3][CH2:4][CH3:5].[CH2:6]([CH3:7])[O:8][CH:9]([C:10]#[CH:11])[O:12][CH2:13][CH3:14].[CH3:15][O:16][c:17]1[cH:18][c:19]([CH:20]=[O:21])[cH:22][c:23]([O:27][CH3:28])[c:24]1[O:25][CH3:26].[Cl-:29].[NH4+:30].[O:31]1[CH2:32][CH2:33][CH2:34][CH2:35]1>>[CH2:6]([CH3:7])[O:8][CH:9]([C:10]#[C:11][C:20]([c:19]1[cH:18][c:17]([O:16][CH3:15])[c:24]([O:25][CH3:26])[c:23]([O:27][CH3:28])[cH:22]1)=[O:21])[O:12][CH2:13][CH3:14]. Starting materials: C1(=CC=CC=C1)C12CNCC2C1 (1-phenyl-3-azabicyclo[3.1.0]hexane), C1=2C(=O)OC(NC1=CC=CC2)=O (isatoic anhydride), CS(=O)C (dimethyl sulfoxide). The solvent is O (water). The product is C1(=CC=CC=C1)C12CN(CC2C1)C(=O)C1=C(NC(C)=O)C=CC=C1 (2'-(1-Phenyl-3-azabicyclo[3.1.0]-hex-3-ylcarbonyl)acetanilide). RXN SMILES: [C:1]1([C:7]23[CH2:12][CH:11]2[CH2:10][NH:9][CH2:8]3)[CH:6]=[CH:5][CH:4]=[CH:3][CH:2]=1.[C:13]12[C:19](=[CH:20][CH:21]=[CH:22][CH:23]=1)[NH:18][C:17](=O)[O:16][C:14]2=[O:15].[CH3:25]S(C)=O>O>[C:1]1([C:7]23[CH2:12][CH:11]2[CH2:10][N:9]([C:14]([C:13]2[CH:23]=[CH:22][CH:21]=[CH:20][C:19]=2[NH:18][C:17](=[O:16])[CH3:25])=[O:15])[CH2:8]3)[CH:2]=[CH:3][CH:4]=[CH:5][CH:6]=1. Procedure details: A mixture of 7 g. of 1-phenyl-3-azabicyclo[3.1.0]hexane and 6.5 g. of isatoic anhydride in 10 ml. of dimethyl sulfoxide is warmed on a steam bath for 10 minutes. The mixture is cooled and water is added producing a gummy solid which is separated by extraction with chloroform, dried, filtered and evaporated to a dark oil. This oil is dissolved in 30 ml. of acetic anhydride, refluxed for 5 minutes, evaporated to an oil and water is added and decanted from the mixture several times. The thick oil i... Reactants: C(C)(=O)O (acetic acid), C(C)OC(=O)[C@H]1[C@H](CCC1)N(C(CC1=NS(C2=C(N1)C=CC(=C2)NS(=O)(=O)C)(=O)=O)=O)CC2=NC=C(C=C2)F (cis-2-{(5-fluoro-pyridin-2-ylmethyl)-[2-(7-methanesulfonylamino-1,1-dioxo-1,4-dihydro-1λ6-benzo[1,2,4]thiadiazin-3-yl)-acetyl]-amino}-cyclopentane-carboxylic acid ethyl ester), [O-]CC.[Na+] (sodium ethoxide). Solvent: C(C)O (ethanol), C(C)O (ethanol). Run at temperature 60 celsius, time 2 hour. Product: FC=1C=CC(=NC1)CN1C(C(=C([C@@H]2CCC[C@H]12)O)C1=NS(C2=C(N1)C=CC(=C2)NS(=O)(=O)C)(=O)=O)=O (cis-N-{3-[1-(5-fluoro-pyridin-2-ylmethyl)-4-hydroxy-2-oxo-2,4a,5,6,7,7a-hexahydro-1H-[1]pyrindin-3-yl]-1,1-dioxo-1,4-dihydro-1λ6-benzo[1,2,4]thiadiazin-7-yl}-methanesulfonamide). Yield: 66.4%. As a reaction SMILES: C([O:3][C:4]([C@@H:6]1[CH2:10][CH2:9][CH2:8][C@@H:7]1[N:11]([CH2:32][C:33]1[CH:38]=[CH:37][C:36]([F:39])=[CH:35][N:34]=1)[C:12](=[O:31])[CH2:13][C:14]1[NH:19][C:18]2[CH:20]=[CH:21][C:22]([NH:24][S:25]([CH3:28])(=[O:27])=[O:26])=[CH:23][C:17]=2[S:16](=[O:30])(=[O:29])[N:15]=1)=O)C.[O-]CC.[Na+].C(O)(=O)C>C(O)C>[F:39][C:36]1[CH:37]=[CH:38][C:33]([CH2:32][N:11]2[C@@H:7]3[C@@H:6]([CH2:10][CH2:9][CH2:8]3)[C:4]([OH:3])=[C:13]([C:14]3[NH:19][C:18]4[CH:20]=[CH:21][C:22]([NH:24][S:25]([CH3:28])(=[O:26])=[O:27])=[CH:23][C:17]=4[S:16](=[O:30])(=[O:29])[N:15]=3)[C:12]2=[O:31])=[N:34][CH:35]=1 |f:1.2|. Procedure: A solution of cis-2-{(5-fluoro-pyridin-2-ylmethyl)-[2-(7-methanesulfonylamino-1,1-dioxo-1,4-dihydro-1λ6-benzo[1,2,4]thiadiazin-3-yl)-acetyl]-amino}-cyclopentane-carboxylic acid ethyl ester (0.085 g, 0.146 mmol) in ethanol (2 mL) was treated with a 21% w/w solution of sodium ethoxide in ethanol (0.218 mL) and stirred for 2 h at 60° C. Glacial acetic acid (0.200 mL) was added, the solvents were removed in vacuo, and the residue was purified by prep-HPLC [Column Luna 5μ C18 (2) 100 Å AXIA 50×21.2 m... Starting materials: C(=O)(O)[O-].[Na+] (NaHCO3), C(C)OC(C(CCC(CCCCC1=NC=2NCCCC2C=C1)=O)C=1C=NC(=NC1)OC)=O ((2-Methoxy-pyrimidin-5-yl)-5-oxo-9-(5,6,7,8-tetrahydro-[1,8]naphthyridin-2-yl)-nonanoic acid ethyl ester), C(CS)S (1,2-ethanedithiol), B(F)(F)F.CCOCC (BF3.OEt2). Solvent: CC(=O)O (AcOH). Reaction conditions: time 0.5 hour. Product: C(C)OC(C(CCC1(SCCS1)CCCCC1=NC=2NCCCC2C=C1)C=1C=NC(=NC1)OC)=O ((2-methoxy-pyrimidin-5-yl)-4-{2-[4-(5,6,7,8-tetrahydro-1,8-naphthyridin-2-yl)butyl]-1,3-dithiolan-2-yl}butanoic acid ethyl ester). RXN SMILES: [CH2:1]([O:3][C:4](=[O:32])[CH:5]([C:24]1[CH:25]=[N:26][C:27]([O:30][CH3:31])=[N:28][CH:29]=1)[CH2:6][CH2:7][C:8](=O)[CH2:9][CH2:10][CH2:11][CH2:12][C:13]1[CH:22]=[CH:21][C:20]2[CH2:19][CH2:18][CH2:17][NH:16][C:15]=2[N:14]=1)[CH3:2].[CH2:33]([SH:36])[CH2:34][SH:35].B(F)(F)F.CCOCC.C([O-])(O)=O.[Na+]>CC(O)=O>[CH2:1]([O:3][C:4](=[O:32])[CH:5]([C:24]1[CH:25]=[N:26][C:27]([O:30][CH3:31])=[N:28][CH:29]=1)[CH2:6][CH2:7][C:8]1([CH2:9][CH2:10][CH2:11][CH2:12][C:13]2[CH:22]=[CH:21][C:20]3[CH2:19][CH2:18][CH2:17][NH:16][C:15]=3[N:14]=2)[S:36][CH2:33][CH2:34][S:35]1)[CH3:2] |f:2.3,4.5|. Reported procedure: To a mixture of 3-3a (7.6 g, 17.4 mmol) and 1,2-ethanedithiol (17.5 mL, 208.6 mmol) in 25 mL AcOH was added BF3.OEt2 (17.5 mL, 138.1 mmol) dropwise at 0° C. under nitrogen. The reaction mixture was stirred at 0 C for 0.5 hr, then at rt for 3.5 hr. The reaction mixture was slowly poured into ice-cooled 300 mL NaHCO3 (sat.) and extracted with diethyl ether (2×200 mL). The organic layers were combined and washed with brine and dried over Na2SO4. After removal of the solvent, the residue was purifie... Reactants: ClC=1N=C(C2=C(N1)C=CS2)Cl (2,4-dichlorothieno[3,2-d]pyrimidine), CC1=C(C(=CC(=C1)C)C)O (2,4,6-trimethyl phenol), [H-].[Na+] (NaH). Run in C1CCOC1 (THF), C1CCOC1 (THF), O (water). Run at time 30 minute. Product: ClC=1N=C(C2=C(N1)C=CS2)OC2=C(C=C(C=C2C)C)C (2-Chloro-4-(mesityloxy)thieno[3,2-d]pyrimidine). Yield: 55.9%. Reaction SMILES: [H-].[Na+].[CH3:3][C:4]1[CH:9]=[C:8]([CH3:10])[CH:7]=[C:6]([CH3:11])[C:5]=1[OH:12].[Cl:13][C:14]1[N:15]=[C:16](Cl)[C:17]2[S:22][CH:21]=[CH:20][C:18]=2[N:19]=1>C1COCC1.O>[Cl:13][C:14]1[N:15]=[C:16]([O:12][C:5]2[C:6]([CH3:11])=[CH:7][C:8]([CH3:10])=[CH:9][C:4]=2[CH3:3])[C:17]2[S:22][CH:21]=[CH:20][C:18]=2[N:19]=1 |f:0.1|. Procedure details: A stirred suspension of NaH (7.8 mg, 0.19 mmol) in dry THF (1 mL) was added 2,4,6-trimethyl phenol (26.4 mg, 0.19 mmol) and stirred at room temperature for 30 min under Argon. The reaction mixture was added to a solution of 2,4-dichlorothieno[3,2-d]pyrimidine (39.6 mg, 0.19 mmol) in dry THF (1 mL) at 0° C. and allow it to slowly warmed up to room temperature. After stirring the reaction for 4 h, the resulting mixture was diluted with water and washed with EtOAc. The combined organic layers were ... The reactants are COc1ccc(N2CCN(C=O)CC2)c(Br)c1, Cl. Yields the product COc1ccc(N2CCNCC2)c(Br)c1. RXN SMILES: [CH:1](=[O:2])[N:3]1[CH2:4][CH2:5][N:6]([c:9]2[c:10]([Br:17])[cH:11][c:12]([O:15][CH3:16])[cH:13][cH:14]2)[CH2:7][CH2:8]1.[ClH:18]>>[NH:3]1[CH2:4][CH2:5][N:6]([c:9]2[c:10]([Br:17])[cH:11][c:12]([O:15][CH3:16])[cH:13][cH:14]2)[CH2:7][CH2:8]1. Reactants: [C-]#N.[Na+] (sodium cyanide), ClCC=1C=NN(C1)C(C1=CC=CC=C1)(C1=CC=CC=C1)C1=CC=CC=C1 (4-chloromethyl-1-tritylpyrazole), O (water). Run in CS(=O)C (dimethylsulfoxide). Run at time 1 hour. Yields the product C(#N)CC=1C=NN(C1)C(C1=CC=CC=C1)(C1=CC=CC=C1)C1=CC=CC=C1 (4-cyanomethyl-1-tritylpyrazole). Yield: 97.8%. As a reaction SMILES: [C-:1]#[N:2].[Na+].Cl[CH2:5][C:6]1[CH:7]=[N:8][N:9]([C:11]([C:24]2[CH:29]=[CH:28][CH:27]=[CH:26][CH:25]=2)([C:18]2[CH:23]=[CH:22][CH:21]=[CH:20][CH:19]=2)[C:12]2[CH:17]=[CH:16][CH:15]=[CH:14][CH:13]=2)[CH:10]=1.O>CS(C)=O>[C:1]([CH2:5][C:6]1[CH:7]=[N:8][N:9]([C:11]([C:24]2[CH:29]=[CH:28][CH:27]=[CH:26][CH:25]=2)([C:18]2[CH:23]=[CH:22][CH:21]=[CH:20][CH:19]=2)[C:12]2[CH:17]=[CH:16][CH:15]=[CH:14][CH:13]=2)[CH:10]=1)#[N:2] |f:0.1|. Reported procedure: Under nitrogen atmosphere, sodium cyanide (540 mg) was added to a solution of 4-chloromethyl-1-tritylpyrazole (3.58 g) in dimethylsulfoxide (30 ml) at 50° C. After stirring for 1 hour, the mixture was poured into water. The organic layer was separated, washed with water and brine, and dried over magnesium sulfate. The solvent was evaporated, to afford 4-cyanomethyl-1-tritylpyrazole (3.41 g).